From a dataset of the Open Reaction Database (ORD), a public repository of structured organic reaction records. describe an organic reaction: reactants, conditions, products, and yield Starting materials: ClC=1C=C(C=CC1Cl)N1CC(N(CC1)CC)C(=O)NC1=CC=C(C=C1)N1C=NC=C1 (4-(3,4-dichlorophenyl)-1-ethyl-N-[4-(1H-imidazol-1-yl)phenyl]-2-piperazinecarboxamide), [H-].[Al+3].[Li+].[H-].[H-].[H-] (lithium aluminum hydride). Yields the product ClC=1C=C(C=CC1Cl)N1CC(N(CC1)CC)CNC1=CC=C(C=C1)N1C=NC=C1 (4-(3,4-Dichlorophenyl)-1-ethyl-N-[4-(1H-imidazol-1-yl)phenyl]-2-piperazinemethanamine). RXN SMILES: [Cl:1][C:2]1[CH:3]=[C:4]([N:9]2[CH2:14][CH2:13][N:12]([CH2:15][CH3:16])[CH:11]([C:17]([NH:19][C:20]3[CH:25]=[CH:24][C:23]([N:26]4[CH:30]=[CH:29][N:28]=[CH:27]4)=[CH:22][CH:21]=3)=O)[CH2:10]2)[CH:5]=[CH:6][C:7]=1[Cl:8].[H-].[Al+3].[Li+].[H-].[H-].[H-]>>[Cl:1][C:2]1[CH:3]=[C:4]([N:9]2[CH2:14][CH2:13][N:12]([CH2:15][CH3:16])[CH:11]([CH2:17][NH:19][C:20]3[CH:25]=[CH:24][C:23]([N:26]4[CH:30]=[CH:29][N:28]=[CH:27]4)=[CH:22][CH:21]=3)[CH2:10]2)[CH:5]=[CH:6][C:7]=1[Cl:8] |f:1.2.3.4.5.6|. Procedure: In a manner similar to preparation 2, react 4-(3,4-dichlorophenyl)-1-ethyl-N-[4-(1H-imidazol-1-yl)phenyl]-2-piperazinecarboxamide with lithium aluminum hydride to obtain the title compound. The reactants are CN(C)CC1=CC2=C(CN(CC2)C(C2=CC=C(C=C2)C2(SCCCS2)C2=CC=CC=C2)=O)O1 (N,N-Dimethyl-[6-[4-(2-phenyl-1,3-dithian-2-yl)benzoyl]-4,5,6,7-tetrahydrofuro[2,3-c]pyridin-2-ylmethyl]amine), Cl (hydrogen chloride). Solvent: CO (methanol), C(C)(=O)OCC (ethyl acetate). Yields the product Cl.CN(C)CC1=CC2=C(CN(CC2)C(C2=CC=C(C=C2)C2(SCCCS2)C2=CC=CC=C2)=O)O1 (N,N-dimethyl-[6-[4-(2-phenyl-1,3-dithian-2-yl)benzoyl]-4,5,6,7-tetrahydrofuro[2,3-c]pyridin-2-ylmethyl]amine hydrochloride). As a reaction SMILES: [CH3:1][N:2]([CH2:4][C:5]1[O:33][C:8]2[CH2:9][N:10]([C:13](=[O:32])[C:14]3[CH:19]=[CH:18][C:17]([C:20]4([C:26]5[CH:31]=[CH:30][CH:29]=[CH:28][CH:27]=5)[S:25][CH2:24][CH2:23][CH2:22][S:21]4)=[CH:16][CH:15]=3)[CH2:11][CH2:12][C:7]=2[CH:6]=1)[CH3:3].[ClH:34]>CO.C(OCC)(=O)C>[ClH:34].[CH3:3][N:2]([CH2:4][C:5]1[O:33][C:8]2[CH2:9][N:10]([C:13](=[O:32])[C:14]3[CH:19]=[CH:18][C:17]([C:20]4([C:26]5[CH:27]=[CH:28][CH:29]=[CH:30][CH:31]=5)[S:21][CH2:22][CH2:23][CH2:24][S:25]4)=[CH:16][CH:15]=3)[CH2:11][CH2:12][C:7]=2[CH:6]=1)[CH3:1] |f:4.5|. Procedure: N,N-Dimethyl-[6-[4-(2-phenyl-1,3-dithian-2-yl)benzoyl]-4,5,6,7-tetrahydrofuro[2,3-c]pyridin-2-ylmethyl]amine 0.533 g was dissolved in 2 ml of methanol; hydrogen chloride in ethyl acetate was added in excess, followed by stirring. This mixture was concentrated and washed with diethyl ether to yield the desired product. Starting materials: C(C)OC1=C(C=NC(=C1)OCC1=CC=C(C=C1)OC)C1=CC(=C(C=C1)CC(=O)NC1=NOC(=C1)C(C(F)(F)F)(C)C)F (2-(4-(4-ethoxy-6-((4-methoxybenzyl)oxy)pyridin-3-yl)-2-fluorophenyl)-N-(5-(1,1,1-trifluoro-2-methylpropan-2-yl)isoxazol-3-yl)acetamide), C(=O)(C(F)(F)F)O (TFA). The solvent is C(Cl)Cl (DCM). Reaction conditions: temperature 25 celsius, time 2 hour. Yields the product C(C)OC=1C(=CNC(C1)=O)C1=CC(=C(C=C1)CC(=O)NC1=NOC(=C1)C(C(F)(F)F)(C)C)F (2-(4-(4-ethoxy-6-oxo-1,6-dihydropyridin-3-yl)-2-fluorophenyl)-N-(5-(1,1,1-trifluoro-2-methylpropan-2-yl)isoxazol-3-yl)acetamide). Isolated yield 77.1%. As a reaction SMILES: [CH2:1]([O:3][C:4]1[CH:9]=[C:8]([O:10]CC2C=CC(OC)=CC=2)[N:7]=[CH:6][C:5]=1[C:20]1[CH:25]=[CH:24][C:23]([CH2:26][C:27]([NH:29][C:30]2[CH:34]=[C:33]([C:35]([CH3:41])([CH3:40])[C:36]([F:39])([F:38])[F:37])[O:32][N:31]=2)=[O:28])=[C:22]([F:42])[CH:21]=1)[CH3:2].C(O)(C(F)(F)F)=O>C(Cl)Cl>[CH2:1]([O:3][C:4]1[C:5]([C:20]2[CH:25]=[CH:24][C:23]([CH2:26][C:27]([NH:29][C:30]3[CH:34]=[C:33]([C:35]([CH3:41])([CH3:40])[C:36]([F:39])([F:37])[F:38])[O:32][N:31]=3)=[O:28])=[C:22]([F:42])[CH:21]=2)=[CH:6][NH:7][C:8](=[O:10])[CH:9]=1)[CH3:2]. Procedure: To a suspension of 2-(4-(4-ethoxy-6-((4-methoxybenzyl)oxy)pyridin-3-yl)-2-fluorophenyl)-N-(5-(1,1,1-trifluoro-2-methylpropan-2-yl)isoxazol-3-yl)acetamide (100 g, 170 mmol) in DCM (1 L) was added TFA (80 mL, 1077 mmol) dropwise. The mixture was stirred at 25° C. for 2 h. The mixture was then concentrated. To the residue was added H2O (500 mL) dropwise and then neutralized with saturated Na2CO3 solution to adjust pH=7.5. The precipitate was filtered, washed with H2O (350 mL×3) and dried in vacuo. ... The reactants are NC=1C=C(C(=O)CCC(=O)O)C=CC1F (3-(3-Amino-4-fluorobenzoyl)propionic acid), N(=O)[O-].[Na+] (sodium nitrite), diazonium sulphate. The solvent is S(O)(O)(=O)=O (sulphuric acid), S(O)(O)(=O)=O (sulphuric acid). Product: FC1=C(C=C(C(=O)CCC(=O)O)C=C1)O (3-(4-fluoro-3-hydroxybenzoyl)propionic acid). Reaction SMILES: N[C:2]1[CH:3]=[C:4]([CH:12]=[CH:13][C:14]=1[F:15])[C:5]([CH2:7][CH2:8][C:9]([OH:11])=[O:10])=[O:6].N([O-])=[O:17].[Na+]>S(=O)(=O)(O)O>[F:15][C:14]1[CH:13]=[CH:12][C:4]([C:5]([CH2:7][CH2:8][C:9]([OH:11])=[O:10])=[O:6])=[CH:3][C:2]=1[OH:17] |f:1.2|. Procedure: 3-(3-Amino-4-fluorobenzoyl)propionic acid was diazotised with sodium nitrite in sulphuric acid solution and the diazonium sulphate was decomposed in boiling sulphuric acid solution to give 3-(4-fluoro-3-hydroxybenzoyl)propionic acid. Reactants: [BH4-], CCO, CO, [Cl-], COc1ccc(CNc2cc(F)cc(C=O)c2)cc1, [NH4+], [Na+]. Yields the product COc1ccc(CNc2cc(F)cc(CO)c2)cc1. Reaction SMILES: [BH4-:20].[CH3:22][CH2:23][OH:24].[CH3:25][OH:26].[Cl-:27].[F:1][c:2]1[cH:3][c:4]([CH:5]=[O:6])[cH:7][c:8]([NH:10][CH2:11][c:12]2[cH:13][cH:14][c:15]([O:18][CH3:19])[cH:16][cH:17]2)[cH:9]1.[NH4+:28].[Na+:21]>>[F:1][c:2]1[cH:3][c:4]([CH2:5][OH:6])[cH:7][c:8]([NH:10][CH2:11][c:12]2[cH:13][cH:14][c:15]([O:18][CH3:19])[cH:16][cH:17]2)[cH:9]1. The reactants are C(C1=CC=CC=C1)OC1=C(C=C(C=C1)[N+](=O)[O-])C(F)(F)F (1-benzyloxy-4-nitro-2-trifluoromethylbenzene). The reagents and catalysts are [Pd] (palladium on carbon). Run in CO (methanol). Conditions: time 4 hour. Product: NC1=CC(=C(C=C1)O)C(F)(F)F (4-amino-2-trifluoromethylphenol). The yield is 89.6%. As a reaction SMILES: C([O:8][C:9]1[CH:14]=[CH:13][C:12]([N+:15]([O-])=O)=[CH:11][C:10]=1[C:18]([F:21])([F:20])[F:19])C1C=CC=CC=1>CO.[Pd]>[NH2:15][C:12]1[CH:13]=[CH:14][C:9]([OH:8])=[C:10]([C:18]([F:19])([F:20])[F:21])[CH:11]=1. Reported procedure: To the suspension of 1-benzyloxy-4-nitro-2-trifluoromethylbenzene (575 mg, 1.96 mmol) in methanol was added catalytic amount of 5% palladium on carbon under a hydrogen atmosphere. The mixture was stirred for 4 hrs and filter through celite. The filtrate was concentrated to afford 4-amino-2-trifluoromethylphenol (311 mg, 90%). Reactants: CC(C=O)(C)N1C=NC(=C1)[N+](=O)[O-] (2-Methyl-2-(4-nitro-imidazol-1-yl)-propionaldehyde), N1CCCCC1 (piperidine). Product: CC(CN1CCCCC1)(C)N1C=NC(=C1)[N+](=O)[O-] (1-[2-Methyl-2-(4-nitro-imidazol-1-yl)-propyl]-piperidine). RXN SMILES: [CH3:1][C:2]([N:6]1[CH:10]=[C:9]([N+:11]([O-:13])=[O:12])[N:8]=[CH:7]1)([CH3:5])[CH:3]=O.[NH:14]1[CH2:19][CH2:18][CH2:17][CH2:16][CH2:15]1>>[CH3:1][C:2]([N:6]1[CH:10]=[C:9]([N+:11]([O-:13])=[O:12])[N:8]=[CH:7]1)([CH3:5])[CH2:3][N:14]1[CH2:19][CH2:18][CH2:17][CH2:16][CH2:15]1. Procedure: 2-Methyl-2-(4-nitro-imidazol-1-yl)-propionaldehyde was reacted with piperidine to provide the title compound: C13 NMR (100 MHz, CDCl3) 23.8, 25.6, 26.6, 57.0, 60.9, 69.2, 118.3, 134.4; MS m/z 253.3 (M+1). The product is FC1=CC2=C(NC(CO2)=O)C=C1N (7-fluoro-6-amino-2H-1,4-benzoxazin-3(4H)-one). Reagents/catalysts: [C].[Pd] (palladium-carbon). Yield: 82.8%. The solvent is C(C)O (ethanol). The reactants are [N+](=O)([O-])C1=C(OCC(=O)OCC)C=C(C(=C1)[N+](=O)[O-])F (ethyl 2,4-dinitro-5-fluorophenoxyacetate), [H][H] (hydrogen). Reaction SMILES: [N+:1]([C:4]1[CH:16]=[C:15]([N+:17]([O-])=O)[C:14]([F:20])=[CH:13][C:5]=1[O:6][CH2:7][C:8](OCC)=[O:9])([O-])=O.[H][H]>C(O)C.[C].[Pd]>[F:20][C:14]1[C:15]([NH2:17])=[CH:16][C:4]2[NH:1][C:8](=[O:9])[CH2:7][O:6][C:5]=2[CH:13]=1 |f:3.4|. Reported procedure: A suspension of ethyl 2,4-dinitro-5-fluorophenoxyacetate (1.3 g) and 5% palladium-carbon (0.35 g) in ethanol (30 ml) was subjected to catalytic reduction at room temperature under an ordinary pressure until 600 ml of hydrogen was absorbed. The reaction mixture was filtered, and the filtrate was concentrated to give 7-fluoro-6-amino-2H-1,4-benzoxazin-3(4H)-one (0.68 g; yield, 82.8%). Reactants: C(C)(C)OC1=CC=C(C=N1)OC1=CC=C(C=C1)CCC(C(C)C)=O (1-[4-(6-Isopropoxypyridin-3-yloxy)phenyl]-4-methylpentan-3-one), Cl.C(C1=CC=CC=C1)ON (O-benzylhydroxylamine hydrochloride), N1=CC=CC=C1 (pyridine). The solvent is C(C)O (ethanol). Product: C(C1=CC=CC=C1)ON=C(CCC1=CC=C(C=C1)OC=1C=NC(=CC1)OC(C)C)C(C)C (1-[4-(6-Isopropoxypyridin-3-yloxy)phenyl]-4-methylpentan-3-one O-benzyloxime). Reaction SMILES: [CH:1]([O:4][C:5]1[N:10]=[CH:9][C:8]([O:11][C:12]2[CH:17]=[CH:16][C:15]([CH2:18][CH2:19][C:20](=O)[CH:21]([CH3:23])[CH3:22])=[CH:14][CH:13]=2)=[CH:7][CH:6]=1)([CH3:3])[CH3:2].Cl.[CH2:26]([O:33][NH2:34])[C:27]1[CH:32]=[CH:31][CH:30]=[CH:29][CH:28]=1.N1C=CC=CC=1>C(O)C>[CH2:26]([O:33][N:34]=[C:20]([CH:21]([CH3:23])[CH3:22])[CH2:19][CH2:18][C:15]1[CH:16]=[CH:17][C:12]([O:11][C:8]2[CH:9]=[N:10][C:5]([O:4][CH:1]([CH3:3])[CH3:2])=[CH:6][CH:7]=2)=[CH:13][CH:14]=1)[C:27]1[CH:32]=[CH:31][CH:30]=[CH:29][CH:28]=1 |f:1.2|. Procedure details: 1-[4-(6-Isopropoxypyridin-3-yloxy)phenyl]-4-methylpentan-3-one (310 mg, 0.947 mmol) was stirred with O-benzylhydroxylamine hydrochloride (181 mg, 1.14 mmol) and pyridine (0.92 ml, 1.14 mmol) in 5 ml of ethanol at room temperature for 18 h. The reaction mixture was concentrated and further reacted without purification. Yield: 310 mg, M+H+: 433.26.